From a dataset of the Open Reaction Database (ORD), a public repository of structured organic reaction records. describe an organic reaction: reactants, conditions, products, and yield Reactants: of(2-methyl 1-phenyloxy 2-hydroxy propyl)-cyclohexylamine, C1(=CC=CC=C1)N=C=O (phenylisocyanate). Run in C1=CC=CC=C1 (benzene). Yields the product C1(CCCCC1)NC(=O)NC1=CC=CC=C1 (1-cyclohexyl 3-phenyl urea). Reaction SMILES: [C:1]1([N:7]=[C:8]=[O:9])[CH:6]=[CH:5][CH:4]=[CH:3][CH:2]=1>C1C=CC=CC=1>[CH:1]1([NH:7][C:8]([NH:7][C:1]2[CH:6]=[CH:5][CH:4]=[CH:3][CH:2]=2)=[O:9])[CH2:6][CH2:5][CH2:4][CH2:3][CH2:2]1. Reported procedure: 5.26 g (0.02 mole) of(2-methyl 1-phenyloxy 2-hydroxy propyl)-cyclohexylamine is dissolved in 300 ml of benzene. 2.38 g (0.02 mole) of phenylisocyanate were added. Slight heating was observed as well as the appearance of a solid. It was heated under reflux for 1 hour. After cooling, it was filtered and the product was recrystallized in ethanol. Melting point 164° C. Reactants: O (Water), C([O-])([O-])=O.[K+].[K+] (potassium carbonate), BrCCCCCC (1-bromohexane), C(C)(C)(C)OC(NC1(COC(OC1)(C)C)CCC1=CC(=C(C=C1)O)C(F)(F)F)=O ({2,2-dimethyl-5-[2-(4-hydroxy-3-trifluoromethylphenyl)ethyl]-1,3-dioxan-5-yl}carbamic Acid t-butyl Ester). Run in CN(C=O)C (N,N-dimethylformamide). Conditions: temperature 80 celsius, time 2 hour. The product is C(C)(C)(C)OC(NC1(COC(OC1)(C)C)CCC1=CC(=C(C=C1)OCCCCCC)C(F)(F)F)=O ({2,2-dimethyl-5-[2-(4-hexyloxy-3-trifluoromethylphenyl)ethyl]-1,3-dioxan-5-yl}carbamic Acid t-butyl Ester). RXN SMILES: [C:1]([O:5][C:6](=[O:29])[NH:7][C:8]1([CH2:16][CH2:17][C:18]2[CH:23]=[CH:22][C:21]([OH:24])=[C:20]([C:25]([F:28])([F:27])[F:26])[CH:19]=2)[CH2:13][O:12][C:11]([CH3:15])([CH3:14])[O:10][CH2:9]1)([CH3:4])([CH3:3])[CH3:2].C(=O)([O-])[O-].[K+].[K+].Br[CH2:37][CH2:38][CH2:39][CH2:40][CH2:41][CH3:42].O>CN(C)C=O>[C:1]([O:5][C:6](=[O:29])[NH:7][C:8]1([CH2:16][CH2:17][C:18]2[CH:23]=[CH:22][C:21]([O:24][CH2:37][CH2:38][CH2:39][CH2:40][CH2:41][CH3:42])=[C:20]([C:25]([F:28])([F:26])[F:27])[CH:19]=2)[CH2:13][O:12][C:11]([CH3:15])([CH3:14])[O:10][CH2:9]1)([CH3:2])([CH3:3])[CH3:4] |f:1.2.3|. Procedure details: Compound 1-1 (500 mg) was dissolved in N,N-dimethylformamide (10 ml), potassium carbonate (494 mg) and 1-bromohexane (0.201 ml) were added, and the mixture was stirred at 80° C. for 2 hr. Water was added to the reaction mixture, and the mixture was extracted with ethyl acetate, washed with water and saturated brine, and dried over anhydrous magnesium sulfate. The solvent was evaporated under reduced pressure to give the object product (620 mg) as a colorless oil. Reactants: CCCCCCC1CC=CCCC=CCC(C)(C)C=N1, Cl, NO, O, O=S(=O)(O)O. The product is CCCCCCC(N)CC=CCCC=CCC(C)(C)C=NO. RXN SMILES: [CH3:1][C:2]1([CH3:20])[CH:3]=[N:4][CH:5]([CH2:14][CH2:15][CH2:16][CH2:17][CH2:18][CH3:19])[CH2:6][CH:7]=[CH:8][CH2:9][CH2:10][CH:11]=[CH:12][CH2:13]1.[ClH:28].[NH2:26][OH:27].[OH2:29].[S:21]([OH:22])([OH:23])(=[O:24])=[O:25]>>[CH3:1][C:2]([CH:3]=[N:26][OH:27])([CH2:13][CH:12]=[CH:11][CH2:10][CH2:9][CH:8]=[CH:7][CH2:6][CH:5]([NH2:4])[CH2:14][CH2:15][CH2:16][CH2:17][CH2:18][CH3:19])[CH3:20].